Dataset: the Open Reaction Database (ORD), a public repository of structured organic reaction records. Task: describe an organic reaction: reactants, conditions, products, and yield The reactants are O[C@H](C)[C@@H]1[C@H]2[C@H](C(=C(N2C1=O)C(=O)OCC1=CC=C(C=C1)[N+](=O)[O-])S[C@H]1C[C@H](N(C1)C(=O)OCC1=CC=C(C=C1)[N+](=O)[O-])CN1C=NC=C1)C (4-nitrobenzyl (4R,5S,6S)-6-[(1R)-1-hydroxyethyl]-3-[(2S,4S)-2-(imidazol-1-yl)methyl-1-(4-nitrobenzyloxycarbonyl)pyrrolidin-4-yl]thio-4-methyl-7-oxo-1-azabicyclo[3.2.0]hept-2-ene-2-carboxylate), ICC(=O)N (iodoacetamide). Solvent: C(C)#N (acetonitrile). Product: [I-].C(N)(=O)CN1C=[N+](C=C1)C[C@H]1N(C[C@H](C1)SC1=C(N2C([C@@H]([C@H]2[C@H]1C)[C@@H](C)O)=O)C(=O)OCC1=CC=C(C=C1)[N+](=O)[O-])C(=O)OCC1=CC=C(C=C1)[N+](=O)[O-] (4-nitrobenzyl (4R,5S,6S)-3-[(2S,4S)-2-(3-carbamoylmethyl-1-imidazolio)methyl-1-(4-nitrobenzyloxycarbonyl)pyrrolidin-4-yl]thio-6-[(1R)-1-hydroxyethyl]-4-methyl-7-oxo-1-azabicyclo[3.2.0]hept-2-ene-2-carboxylate iodide). Isolated yield 142.7%. Reaction SMILES: [OH:1][C@@H:2]([C@H:4]1[C:10](=[O:11])[N:9]2[C@@H:5]1[C@@H:6]([CH3:50])[C:7]([S:25][C@@H:26]1[CH2:30][N:29]([C:31]([O:33][CH2:34][C:35]3[CH:40]=[CH:39][C:38]([N+:41]([O-:43])=[O:42])=[CH:37][CH:36]=3)=[O:32])[C@H:28]([CH2:44][N:45]3[CH:49]=[CH:48][N:47]=[CH:46]3)[CH2:27]1)=[C:8]2[C:12]([O:14][CH2:15][C:16]1[CH:21]=[CH:20][C:19]([N+:22]([O-:24])=[O:23])=[CH:18][CH:17]=1)=[O:13])[CH3:3].[I:51][CH2:52][C:53]([NH2:55])=[O:54]>C(#N)C>[I-:51].[C:53]([CH2:52][N:47]1[CH:48]=[CH:49][N+:45]([CH2:44][C@@H:28]2[CH2:27][C@H:26]([S:25][C:7]3[C@H:6]([CH3:50])[C@H:5]4[N:9]([C:10](=[O:11])[C@@H:4]4[C@H:2]([OH:1])[CH3:3])[C:8]=3[C:12]([O:14][CH2:15][C:16]3[CH:21]=[CH:20][C:19]([N+:22]([O-:24])=[O:23])=[CH:18][CH:17]=3)=[O:13])[CH2:30][N:29]2[C:31]([O:33][CH2:34][C:35]2[CH:36]=[CH:37][C:38]([N+:41]([O-:43])=[O:42])=[CH:39][CH:40]=2)=[O:32])=[CH:46]1)(=[O:54])[NH2:55] |f:3.4|. Procedure: A solution of 4-nitrobenzyl (4R,5S,6S)-6-[(1R)-1-hydroxyethyl]-3-[(2S,4S)-2-(imidazol-1-yl)methyl-1-(4-nitrobenzyloxycarbonyl)pyrrolidin-4-yl]thio-4-methyl-7-oxo-1-azabicyclo[3.2.0]hept-2-ene-2-carboxylate (0.80 g) and iodoacetamide (0.62 g) in acetonitrile (16 ml) was stirred at ambient temperature for 60 hours. The mixture was concentrated under reduced pressure to give crude 4-nitrobenzyl (4R,5S,6S)-3-[(2S,4S)-2-(3-carbamoylmethyl-1-imidazolio)methyl-1-(4-nitrobenzyloxycarbonyl)pyrrolidin-4-y... Starting materials: C(C=C)O[C@H]1[C@](C(CCl)=O)([C@]2(C[C@@H]([C@@H]3[C@]4(CCC(C=C4CC[C@H]3[C@@H]2C1)=O)C)O)C)O (16α-allyloxy-21-chloro-11β,17-dihydroxypregn-4-ene-3,20-dione), ClC1=CC(=CC=C1)C(=O)OO (m-chloroperbenzoic acid). The solvent is ClCCl (dichloromethane). Yields the product ClCC([C@]1([C@@H](C[C@H]2[C@@H]3CCC4=CC(CC[C@]4(C)[C@H]3[C@H](C[C@]12C)O)=O)OCC1OC1)O)=O (21-Chloro-11β,17-dihydroxy-16α-(oxiranylmethoxy)-pregn-4-ene-3,20-dione). Reaction SMILES: [CH2:1]([O:4][C@@H:5]1[CH2:25][C@@H:24]2[C@:11]([CH3:29])([CH2:12][C@H:13]([OH:28])[C@H:14]3[C@H:23]2[CH2:22][CH2:21][C:20]2[C@:15]3([CH3:27])[CH2:16][CH2:17][C:18](=[O:26])[CH:19]=2)[C@@:6]1([OH:30])[C:7](=[O:10])[CH2:8][Cl:9])[CH:2]=[CH2:3].ClC1C=CC=C(C(OO)=[O:39])C=1>ClCCl>[Cl:9][CH2:8][C:7](=[O:10])[C@:6]1([OH:30])[C@:11]2([CH3:29])[C@H:24]([C@H:23]3[C@H:14]([C@@H:13]([OH:28])[CH2:12]2)[C@:15]2([CH3:27])[C:20](=[CH:19][C:18](=[O:26])[CH2:17][CH2:16]2)[CH2:21][CH2:22]3)[CH2:25][C@H:5]1[O:4][CH2:1][CH:2]1[CH2:3][O:39]1. Procedure: A solution of 16α-allyloxy-21-chloro-11β,17-dihydroxypregn-4-ene-3,20-dione (3.8 mmoles) in 50 ml of dichloromethane is stirred with 0.76 g of m-chloroperbenzoic acid for 19 hours at room temperature. The resulting solution is washed with a mixture of 10% potassium carbonate solution and 10% sodium sulfite solution, dried, and evaporated in vacuo to yield the title compound. The reactants are FC(C(=O)O)(F)F (trifluoroacetic acid), FC(C1=NC=CC=C1)(F)F (2-Trifluoromethylpyridine), C1(=C(C(=CC(=C1)C)C)S(=O)(=O)ON)C (O-(mesitylenesulfonyl)-N-hydroxylamine), C(Cl)(Cl)Cl (CHCl3). Product: C(C)(C)(C)OC(=O)NOS(=O)(=O)C1=C(C=C(C=C1C)C)C (N-tert-butoxycarbonyl-O-(mesitylsulfonyl)hydroxylamine). Reaction SMILES: FC(F)(F)[C:3]1[CH:8]=[CH:7]C=CN=1.[C:11]1([CH3:24])[CH:16]=[C:15]([CH3:17])[CH:14]=[C:13]([CH3:18])[C:12]=1[S:19]([O:22][NH2:23])(=[O:21])=[O:20].FC(F)(F)[C:27]([OH:29])=[O:28].[CH:32](Cl)(Cl)Cl>>[C:8]([O:29][C:27]([NH:23][O:22][S:19]([C:12]1[C:13]([CH3:18])=[CH:14][C:15]([CH3:17])=[CH:16][C:11]=1[CH3:24])(=[O:21])=[O:20])=[O:28])([CH3:7])([CH3:3])[CH3:32]. Procedure: 2-Trifluoromethylpyridine (7 g, 47.6 mmol) in CHCl3 (100 mL) was treated with O-(mesitylenesulfonyl)-N-hydroxylamine (10.2 g, 47.6 mmol) (obtained from treatment of N-tert-butoxycarbonyl-O-(mesitylsulfonyl)hydroxylamine (15 g, 47.6 mmol) with trifluoroacetic acid (35 mL) and stirred at rt under nitrogen. After 16 h a second batch of O-(mesitylenesulfonyl)-N-hydroxylamine (4.8 g, 22.2 mmol) was added and stirring continued for 4 days. Reaction solution was evaporated to dryness, triturated with e... The reactants are C(C)(=O)OC=1C=C(C=CC1OC)C#CC1(OC2=C(CC1)C(=C(C(=C2C)C)O)C)C (rac-2-{2-[3-(acetyloxy)-4-methoxyphenyl]ethynyl}-3,4-dihydro-2,5,7,8-tetramethyl-2H-1-benzopyran-6-ol). The reagents and catalysts are [Pd] (palladium on carbon). Solvent: C(C)O (ethanol). Reaction conditions: time 2 hour. Product: C(C)(=O)OC=1C=C(C=CC1OC)CCC1(OC2=C(CC1)C(=C(C(=C2C)C)O)C)C (rac-2-{2-[3-(Acetyloxy)-4-methoxyphenyl]ethyl}-3,4-dihydro-2,5,7,8-tetramethyl-2H-1-benzopyran6-ol). Isolated yield 84.8%. Reaction SMILES: [C:1]([O:4][C:5]1[CH:6]=[C:7]([C:13]#[C:14][C:15]2([CH3:29])[CH2:20][CH2:19][C:18]3[C:21]([CH3:28])=[C:22]([OH:27])[C:23]([CH3:26])=[C:24]([CH3:25])[C:17]=3[O:16]2)[CH:8]=[CH:9][C:10]=1[O:11][CH3:12])(=[O:3])[CH3:2]>[Pd].C(O)C>[C:1]([O:4][C:5]1[CH:6]=[C:7]([CH2:13][CH2:14][C:15]2([CH3:29])[CH2:20][CH2:19][C:18]3[C:21]([CH3:28])=[C:22]([OH:27])[C:23]([CH3:26])=[C:24]([CH3:25])[C:17]=3[O:16]2)[CH:8]=[CH:9][C:10]=1[O:11][CH3:12])(=[O:3])[CH3:2]. Procedure: A mixture of 0.7 g of rac-2-{2-[3-(acetyloxy)-4-methoxyphenyl]ethynyl}-3,4-dihydro-2,5,7,8-tetramethyl-2H-1-benzopyran-6-ol, 0.2 g of 5% palladium on carbon and 50 ml of ethanol was hydrogenated at atmospheric pressure for 2 hours. The catalyst was removed by filtration and the filtrate was evaporated. Crystallization from ether/hexane gave 0.6 g of colorless crystals with m.p. 110°-113°. Starting materials: S=C(Cl)Cl, Cc1ccc(N)c(-c2ccccc2)c1, C1COCCO1, O. Yields the product Cc1ccc(N=C=S)c(-c2ccccc2)c1. RXN SMILES: [Cl:15][C:16]([Cl:17])=[S:18].[NH2:1][c:2]1[c:3](-[c:9]2[cH:10][cH:11][cH:12][cH:13][cH:14]2)[cH:4][c:5]([CH3:8])[cH:6][cH:7]1.[O:19]1[CH2:20][CH2:21][O:22][CH2:23][CH2:24]1.[OH2:25]>>[N:1]([c:2]1[c:3](-[c:9]2[cH:10][cH:11][cH:12][cH:13][cH:14]2)[cH:4][c:5]([CH3:8])[cH:6][cH:7]1)=[C:16]=[S:18]. Starting materials: C(C)(=O)OCC (ethyl acetate), BrN1C(CCC1=O)=O (N-Bromosuccinimide), CC1=C(C2=CC=CC=C2C=C1)C(=O)OC (methyl 2-methylnapthalene-1-carboxylate), C(C1=CC=CC=C1)(=O)OOC(C1=CC=CC=C1)=O (Benzoyl peroxide). Solvent: C(C)#N (acetonitrile). The product is BrCC1=C(C2=CC=CC=C2C=C1)C(=O)OC (methyl 2-bromomethylnaphthalene-1-carboxylate). Yield: 54.2%. As a reaction SMILES: [Br:1]N1C(=O)CCC1=O.[CH3:9][C:10]1[CH:19]=[CH:18][C:17]2[C:12](=[CH:13][CH:14]=[CH:15][CH:16]=2)[C:11]=1[C:20]([O:22][CH3:23])=[O:21].C(OOC(=O)C1C=CC=CC=1)(=O)C1C=CC=CC=1.C(OCC)(=O)C>C(#N)C>[Br:1][CH2:9][C:10]1[CH:19]=[CH:18][C:17]2[C:12](=[CH:13][CH:14]=[CH:15][CH:16]=2)[C:11]=1[C:20]([O:22][CH3:23])=[O:21]. Procedure details: N-Bromosuccinimide (0.748 g) was added to a solution of methyl 2-methylnapthalene-1-carboxylate (0.7 g) in acetonitrile (30 ml) and the mixture was heated to reflux. Benzoyl peroxide (0.093 g) was added and the reaction mixture was heated at reflux for 4 hours. After cooling, ethyl acetate was added and the solution was washed with water, dried (MgSO4) and filtered. The filtrate was evaporated to dryness and the residue was purified by chromatography on silica, eluting with a mixture of DCM and ... The reactants are C(C)(C)(C)C1=C(C=C(C=C1)NC(OC1=CC=CC=C1)=O)C=1C=NC=CC1 (phenyl N-[4-t-butyl-3-(pyrid-3-yl)phenyl]carbamate), COC=1C=C2CCNC2=CC1C(F)(F)F (5-methoxy-6-trifluoromethylindoline). Yields the product C(C)(C)(C)C1=C(C=C(C=C1)NC(=O)N1CCC2=CC(=C(C=C12)C(F)(F)F)OC)C=1C=NC=CC1 (1-[4-t-Butyl-3-(pyrid-3-yl)phenylcarbamoyl]-5-methoxy-6-trifluoromethylindoline). Isolated yield 23.0%. RXN SMILES: [C:1]([C:5]1[CH:10]=[CH:9][C:8]([NH:11][C:12](=[O:20])OC2C=CC=CC=2)=[CH:7][C:6]=1[C:21]1[CH:22]=[N:23][CH:24]=[CH:25][CH:26]=1)([CH3:4])([CH3:3])[CH3:2].[CH3:27][O:28][C:29]1[CH:30]=[C:31]2[C:35](=[CH:36][C:37]=1[C:38]([F:41])([F:40])[F:39])[NH:34][CH2:33][CH2:32]2>>[C:1]([C:5]1[CH:10]=[CH:9][C:8]([NH:11][C:12]([N:34]2[C:35]3[C:31](=[CH:30][C:29]([O:28][CH3:27])=[C:37]([C:38]([F:40])([F:41])[F:39])[CH:36]=3)[CH2:32][CH2:33]2)=[O:20])=[CH:7][C:6]=1[C:21]1[CH:22]=[N:23][CH:24]=[CH:25][CH:26]=1)([CH3:2])([CH3:4])[CH3:3]. Procedure details: The title compound (0.055 g, 23%) was prepared from phenyl N-[4-t-butyl-3-(pyrid-3-yl)phenyl]carbamate (D22) (0.18 g, 0.00052 mole) and 5-methoxy-6-trifluoromethylindoline (D11) using the method of Example 28.